This data is from the Open Reaction Database (ORD), a public repository of structured organic reaction records. The task is: describe an organic reaction: reactants, conditions, products, and yield Reactants: C(CCCCCCCCCCCCCCCCCCCCC)O (behenyl alcohol), C(C(=C)CC(=O)O)(=O)O (itaconic acid). Run in C=1(C(=CC=CC1)C)C (xylene). Yields the product C(C(=C)CC(=O)OCCCCCCCCCCCCCCCCCCCCCC)(=O)OCCCCCCCCCCCCCCCCCCCCCC (dibehenyl itaconate), organopolysiloxane. As a reaction SMILES: [CH2:1]([OH:23])[CH2:2][CH2:3][CH2:4][CH2:5][CH2:6][CH2:7][CH2:8][CH2:9][CH2:10][CH2:11][CH2:12][CH2:13][CH2:14][CH2:15][CH2:16][CH2:17][CH2:18][CH2:19][CH2:20][CH2:21][CH3:22].[C:24]([OH:32])(=[O:31])[C:25]([CH2:27][C:28]([OH:30])=O)=[CH2:26]>C1(C)C(C)=CC=CC=1>[C:24]([O:32][CH2:22][CH2:21][CH2:20][CH2:19][CH2:18][CH2:17][CH2:16][CH2:15][CH2:14][CH2:13][CH2:12][CH2:11][CH2:10][CH2:9][CH2:8][CH2:7][CH2:6][CH2:5][CH2:4][CH2:3][CH2:2][CH3:1])(=[O:31])[C:25]([CH2:27][C:28]([O:23][CH2:1][CH2:2][CH2:3][CH2:4][CH2:5][CH2:6][CH2:7][CH2:8][CH2:9][CH2:10][CH2:11][CH2:12][CH2:13][CH2:14][CH2:15][CH2:16][CH2:17][CH2:18][CH2:19][CH2:20][CH2:21][CH3:22])=[O:30])=[CH2:26]. Procedure details: In 800 g of xylene, 1641 g (2.2 moles) of dibehenyl itaconate of the formula, C22H45OCOCH2C(═CH2)COOC22H45, obtained by a reaction between behenyl alcohol and itaconic acid, and 875 g (1.0 mole) of the organopolysiloxane having mercapto groups at both terminals represented by the following formula were reacted in the presence of 1 g of triphenylphosphine as a catalyst at 130° C. for 5 hours. 2440 g, corresponding to a yield of 97%, of Silicone wax (H) was obtained by stripping the solvent. Reactants: COC(=O)c1cn(-c2ncnc3c2ccn3C)c2ncccc12, C1CCOC1, O. Yields the product Cn1ccc2c(-n3cc(C(=O)O)c4cccnc43)ncnc21. Reaction SMILES: [CH3:1][n:2]1[cH:3][cH:4][c:5]2[c:6]1[n:7][cH:8][n:9][c:10]2-[n:11]1[cH:12][c:13]([C:20](=[O:21])[O:22][CH3:23])[c:14]2[c:15]1[n:16][cH:17][cH:18][cH:19]2.[O:24]1[CH2:25][CH2:26][CH2:27][CH2:28]1.[OH2:29]>>[CH3:1][n:2]1[cH:3][cH:4][c:5]2[c:6]1[n:7][cH:8][n:9][c:10]2-[n:11]1[cH:12][c:13]([C:20](=[O:21])[OH:22])[c:14]2[c:15]1[n:16][cH:17][cH:18][cH:19]2. The reactants are COC=1C=CC2=C(C=C(O2)C(=O)OCC)C1 (ethyl 5-methoxybenzofuran-2-carboxylate), Cl (HCl), [Cl-].[Al+3].[Cl-].[Cl-] (aluminum chloride), C(C)S (ethanethiol). The solvent is ClCCl (dichloromethane), O (water). Reaction conditions: time 16 hour. Product: OC=1C=CC2=C(C=C(O2)C(=O)OCC)C1 (Ethyl 5-Hydroxybenzofuran-2-carboxylate). The yield is 77.0%. RXN SMILES: [Cl-].[Al+3].[Cl-].[Cl-].C(S)C.C[O:9][C:10]1[CH:11]=[CH:12][C:13]2[O:17][C:16]([C:18]([O:20][CH2:21][CH3:22])=[O:19])=[CH:15][C:14]=2[CH:23]=1.Cl>ClCCl.O>[OH:9][C:10]1[CH:11]=[CH:12][C:13]2[O:17][C:16]([C:18]([O:20][CH2:21][CH3:22])=[O:19])=[CH:15][C:14]=2[CH:23]=1 |f:0.1.2.3|. Procedure: To a mixture of aluminum chloride (6.3 g, 47.7 mmol) and ethanethiol (4.5 g, 72.9 mmol) in dichloromethane (81 mL) at 0° C. was added ethyl 5-methoxybenzofuran-2-carboxylate (3.0 g, 13.6 mmol). After stirring for 16 h at room temperature, the mixture was poured into water, acidified with 3N HCl and extracted with dichloromethane (2x). The organic layers were combined, washed with brine, collected, dried (MgSO4), filtered and concentrated. The residue was purified by column chromatography (silica... Reactants: ester, CC(C(COC1=C(C=C(C=C1)C(CC)(CC)C=1C=C(C2=C(C=C(O2)C(=O)O)C1)C)C)=O)(C)C (5-{1-[4-(3,3-Dimethyl-2-oxo-butoxy)-3-methyl-phenyl]-1-ethyl-propyl}-7-methyl-benzofuran-2-carboxylic acid), C(CCl)Cl (EDC), Cl.C(C)OC(CNC)=O (sarcosine ethyl ester hydrochloride). Reagents/catalysts: CN(C)C=1C=CN=CC1 (DMAP). Run in C(Cl)Cl (CH2Cl2). The product is CC(C(COC1=C(C=C(C=C1)C(CC)(CC)C=1C=C(C2=C(C=C(O2)C(=O)N(C)CC(=O)O)C1)C)C)=O)(C)C ([(5-{1-[4-(3,3-Dimethyl-2-oxo-butoxy)-3-methyl-phenyl]-1-ethyl-propyl}-7-methyl-benzofuran-2-carbonyl)-methyl-amino]-acetic acid). The yield is 73.1%. RXN SMILES: [CH3:1][C:2]([CH3:33])([CH3:32])[C:3](=[O:31])[CH2:4][O:5][C:6]1[CH:11]=[CH:10][C:9]([C:12]([C:17]2[CH:18]=[C:19]([CH3:29])[C:20]3[O:24][C:23]([C:25]([OH:27])=O)=[CH:22][C:21]=3[CH:28]=2)([CH2:15][CH3:16])[CH2:13][CH3:14])=[CH:8][C:7]=1[CH3:30].C(Cl)CCl.Cl.C([O:41][C:42](=[O:46])[CH2:43][NH:44][CH3:45])C>C(Cl)Cl.CN(C1C=CN=CC=1)C>[CH3:32][C:2]([CH3:33])([CH3:1])[C:3](=[O:31])[CH2:4][O:5][C:6]1[CH:11]=[CH:10][C:9]([C:12]([C:17]2[CH:18]=[C:19]([CH3:29])[C:20]3[O:24][C:23]([C:25]([N:44]([CH2:43][C:42]([OH:46])=[O:41])[CH3:45])=[O:27])=[CH:22][C:21]=3[CH:28]=2)([CH2:15][CH3:16])[CH2:13][CH3:14])=[CH:8][C:7]=1[CH3:30] |f:2.3|. Procedure details: 5-{1-[4-(3,3-Dimethyl-2-oxo-butoxy)-3-methyl-phenyl]-1-ethyl-propyl}-7-methyl-benzofuran-2-carboxylic acid (720 mg, 1.60 mmol) in CH2Cl2 (10 mL) and DMAP (586 mg, 4.80 mmol) and EDC (460 mg, 2.40 mmol) are reacted with sarcosine ethyl ester hydrochloride (368 mg, 2.40 mmol) and the intermediate ester is hydrolyzed analogous to Example 7 to yield title compound (610 mg, 73%). MS (ES) m/e: 520.3 (M−1), 522.3 (M+1) Reactants: FC1=CC=C2CCN(C2=C1)C(=O)OC(C)(C)C (1,1-dimethylethyl 6-fluoro-2,3-dihydro-1H-indole-1-carboxylate), CN(C)CCN(C)C (TMEDA), C(=O)=O (CO2), [Li]C(C)CC (sec-BuLi). The solvent is CCOCC (Et2O), O (water), C(C)OCC (diethyl ether). Run at temperature -78 celsius, time 1 hour. The product is CC(C)(C)OC(=O)N1CCC2=CC=C(C(=C12)C(=O)O)F (1-{[(1,1-Dimethylethyl)oxy]carbonyl}-6-fluoro-2,3-dihydro-1H-indole-7-carboxylic acid). Isolated yield 77.0%. RXN SMILES: [F:1][C:2]1[CH:10]=[C:9]2[C:5]([CH2:6][CH2:7][N:8]2[C:11]([O:13][C:14]([CH3:17])([CH3:16])[CH3:15])=[O:12])=[CH:4][CH:3]=1.CN(CCN(C)C)C.[Li]C(CC)C.[C:31](=[O:33])=[O:32]>CCOCC.O>[CH3:15][C:14]([O:13][C:11]([N:8]1[C:9]2[C:5](=[CH:4][CH:3]=[C:2]([F:1])[C:10]=2[C:31]([OH:33])=[O:32])[CH2:6][CH2:7]1)=[O:12])([CH3:17])[CH3:16]. Procedure details: To a stirred solution of 1,1-dimethylethyl 6-fluoro-2,3-dihydro-1H-indole-1-carboxylate (8.7 g, 0.037 mol) in Et2O (150 mL) at −78° C. was added TMEDA (7.2 mL, 0.048 mol) and a solution of 1M sec-BuLi (44 mL, 0.044 mol) dropwise. The reaction mixture was stirred for 1 h at −78° C. and then poured onto crushed CO2 (250 mL). The mixture was allowed to warm to room temperature overnight. The suspension was diluted with water (200 mL) and diethyl ether (50 mL), and the layers were separated. The aqu... The reactants are N1=CC(=CC=C1)CC(=O)OCC (ethyl 3-pyridylacetate), COC=1C=C(C=O)C=CC1OC (3,4-dimethoxybenzaldehyde), C(CCC)[Li] (n-Butyllithium), C(C)(C)NC(C)C (diisopropylamine). Solvent: O (water), O1CCCC1 (tetrahydrofuran), O1CCCC1 (tetrahydrofuran), O1CCCC1 (tetrahydrofuran). Reaction conditions: temperature 0 celsius, time 30 minute. The product is COC=1C=C(C=CC1OC)\C=C(/C(=O)OCC)\C=1C=NC=CC1 (Ethyl (Z)-3-{3,4-dimethoxyphenyl)-2-(3-pyridyl)-2-propenoate). The yield is 36.5%. As a reaction SMILES: C([Li])CCC.C(NC(C)C)(C)C.[N:13]1[CH:18]=[CH:17][CH:16]=[C:15]([CH2:19][C:20]([O:22][CH2:23][CH3:24])=[O:21])[CH:14]=1.[CH3:25][O:26][C:27]1[CH:28]=[C:29]([CH:32]=[CH:33][C:34]=1[O:35][CH3:36])[CH:30]=O>O1CCCC1.O>[CH3:25][O:26][C:27]1[CH:28]=[C:29](/[CH:30]=[C:19](/[C:15]2[CH:14]=[N:13][CH:18]=[CH:17][CH:16]=2)\[C:20]([O:22][CH2:23][CH3:24])=[O:21])[CH:32]=[CH:33][C:34]=1[O:35][CH3:36]. Procedure: n-Butyllithium (1.6M hexane solution, 99.2 ml) was dropped into a solution of diisopropylamine (23.4 ml, 166.6 mmol) in tetrahydrofuran (320 ml). The obtained mixture was stirred at 0° C. for 30 minutes. A solution of ethyl 3-pyridylacetate (24.0 ml, 158.9 mmol) in tetrahydrofuran (20 ml) was dropped into the resulting mixture at -70° C. and the obtained mixture was stirred at 0° C. for 15 minutes. A solution of 3,4-dimethoxybenzaldehyde (27.6 g, 166.0 mmol) in tetrahydrofuran (100 ml) was dropp... Reactants: oxalate salt, FC1=CC=C(C=C1)C(C1CCNCC1)C1=CC=C(C=C1)F (4-[bis(4-fluorophenyl)methyl]piperidine), ClCCCOC1=C(C=CC=C1)F (2-(3-chloropropoxy)-1-fluorobenzene), C([O-])([O-])=O.[Na+].[Na+] (sodium carbonate), [I-].[K+] (potassium iodide), C(CCC)O (1-butanol). Yields the product C(C(=O)O)(=O)O.FC1=CC=C(C=C1)C(C1CCN(CC1)CCCOC1=C(C=CC=C1)F)C1=CC=C(C=C1)F (4-[Bis(4-fluorophenyl)methyl]-1-[3-(2-fluorophenoxy)propyl]piperidine oxalate). The yield is 271.5%. RXN SMILES: [F:1][C:2]1[CH:7]=[CH:6][C:5]([CH:8]([C:15]2[CH:20]=[CH:19][C:18]([F:21])=[CH:17][CH:16]=2)[CH:9]2[CH2:14][CH2:13][NH:12][CH2:11][CH2:10]2)=[CH:4][CH:3]=1.Cl[CH2:23][CH2:24][CH2:25][O:26][C:27]1[CH:32]=[CH:31][CH:30]=[CH:29][C:28]=1[F:33].[C:34](=[O:37])([O-:36])[O-].[Na+].[Na+].[I-].[K+].C([OH:46])CCC>>[C:27]([OH:26])(=[O:46])[C:34]([OH:36])=[O:37].[F:21][C:18]1[CH:17]=[CH:16][C:15]([CH:8]([C:5]2[CH:6]=[CH:7][C:2]([F:1])=[CH:3][CH:4]=2)[CH:9]2[CH2:14][CH2:13][N:12]([CH2:23][CH2:24][CH2:25][O:26][C:27]3[CH:32]=[CH:31][CH:30]=[CH:29][C:28]=3[F:33])[CH2:11][CH2:10]2)=[CH:20][CH:19]=1 |f:2.3.4,5.6,8.9|. Procedure details: A mixture of 5.85 g (0.02 mole) of 4-[bis(4-fluorophenyl)methyl]piperidine, 3.76 g (0.02 mole) of 2-(3-chloropropoxy)-1-fluorobenzene, and sodium carbonate (4.80 g, 0.045 mole) in 300 ml of 1-butanol containing 0.3 g of potassium iodide was heated overnight at gentle reflux. The reaction mixture was stripped to dryness and the resulting oil partitioned between chloroform-5% sodium hydroxide and then between chloroform-water. Removal of chloroform gave an oil which was converted to the oxalate sa... Reactants: ClC=1C=C(C=C(C1C(F)(F)F)F)C1CCC(C(O1)=O)CCC (6-(3-chloro-5-fluoro-4-trifluoromethylphenyl)-3-propyltetrahydro-2-pyrone), C(C)[SiH](CC)CC (triethylsilane), FC(C(=O)O)(F)F (trifluoroacetic acid). Run in O (water). Reaction conditions: time 1 hour. The product is ClC=1C=C(C=C(C1C(F)(F)F)F)[C@@H]1OC[C@H](CC1)CCC (trans-2-(3-chloro-5-fluoro-4-trifluoromethylphenyl)-5-propyltetrahydropyran). Isolated yield 89.5%. As a reaction SMILES: [Cl:1][C:2]1[CH:3]=[C:4]([CH:13]2[O:18][C:17](=O)[CH:16]([CH2:20][CH2:21][CH3:22])[CH2:15][CH2:14]2)[CH:5]=[C:6]([F:12])[C:7]=1[C:8]([F:11])([F:10])[F:9].C([SiH](CC)CC)C.FC(F)(F)C(O)=O>O>[Cl:1][C:2]1[CH:3]=[C:4]([C@H:13]2[CH2:14][CH2:15][C@H:16]([CH2:20][CH2:21][CH3:22])[CH2:17][O:18]2)[CH:5]=[C:6]([F:12])[C:7]=1[C:8]([F:9])([F:10])[F:11]. Reported procedure: A mixture of 7.7 g (22.7 mmol) of the 6-(3-chloro-5-fluoro-4-trifluoromethylphenyl)-3-propyltetrahydro-2-pyrone, 13.2 g (113.6 mmol) of triethylsilane, and 50 ml of trifluoroacetic acid was stirred at room temperature for 1 hour. After termination of the reaction, 30 ml of water was added to the reaction solution and extracted with 50 ml of toluene. The organic layer thus obtained was washed with a diluted aqueous sodium bicarbonate solution thrice and water thrice, and then dried over anhydrous... The reactants are C1CC12C(CCCC2)C=O (spiro[2.5]octane-4-carbaldehyde), NO (hydroxylamine). The product is C1CC12C(CCCC2)C=NO (Spiro[2.5]octane-4-carbaldehyde oxime). Reaction SMILES: [CH2:1]1[C:3]2([CH2:8][CH2:7][CH2:6][CH2:5][CH:4]2[CH:9]=O)[CH2:2]1.[NH2:11][OH:12]>>[CH2:1]1[C:3]2([CH2:8][CH2:7][CH2:6][CH2:5][CH:4]2[CH:9]=[N:11][OH:12])[CH2:2]1. Reported procedure: Spiro[2.5]octane-4-carbaldehyde oxime (I-11I) was prepared by reaction of spiro[2.5]octane-4-carbaldehyde and hydroxylamine following the same procol as described for I-6c. MS m/z 154.1 (M+1).